This data is from the Open Reaction Database (ORD), a public repository of structured organic reaction records. The task is: describe an organic reaction: reactants, conditions, products, and yield Reactants: C(C1=CC=CC=C1)OC(=O)NCC(=O)NC1=C(C(=O)C2=CC=CC=C2)C=CC=C1 (2-(Benzyloxycarbonylglycylamino)benzophenone), Br (hydrobromic acid), CCOCC (ether). The solvent is C(C)(=O)O (acetic acid). The product is Br.NCC(=O)NC1=C(C(=O)C2=CC=CC=C2)C=CC=C1 (2-(Glycylamino)benzophenone hydrobromide). RXN SMILES: C(OC([NH:11][CH2:12][C:13]([NH:15][C:16]1[CH:29]=[CH:28][CH:27]=[CH:26][C:17]=1[C:18]([C:20]1[CH:25]=[CH:24][CH:23]=[CH:22][CH:21]=1)=[O:19])=[O:14])=O)C1C=CC=CC=1.[BrH:30].CCOCC>C(O)(=O)C>[BrH:30].[NH2:11][CH2:12][C:13]([NH:15][C:16]1[CH:29]=[CH:28][CH:27]=[CH:26][C:17]=1[C:18]([C:20]1[CH:21]=[CH:22][CH:23]=[CH:24][CH:25]=1)=[O:19])=[O:14] |f:4.5|. Procedure details: A mixture of N-benzyloxycarbonyl derivative (2a, 3.13 g, 8.06 mmol) obtained in Preparation 1 and a solution of 30% hydrobromic acid in acetic acid is stirred for 1 hour. Excess ether is added, and the resultant precipitate is filtered off. After washing with ether, it is dried to obtain 2.50 g (92%) of hydrobromate (compound 3a).